From a dataset of the Open Reaction Database (ORD), a public repository of structured organic reaction records. describe an organic reaction: reactants, conditions, products, and yield Reactants: O1COC2=C1C=CC(=C2)C2(CC2)C(=O)NC=2C=NC(=CC2)Br (1-(benzo[d][1,3]dioxol-5-yl)-N-(6-bromopyridin-3-yl)cyclopropanecarboxamide), CC1(C2=C(C(=CC=C2)P(C3=CC=CC=C3)C4=CC=CC=C4)OC5=C(C=CC=C51)P(C6=CC=CC=C6)C7=CC=CC=C7)C (XANTPHOS), (DPPF)2PdCl2, C(Cl)Cl (CH2Cl2), COC1=C(N)C=CC=C1 (2-methoxyaniline). Run in O1CCOCC1 (dioxane), CCN(CC)CC (Et3N). Run at temperature 150 celsius. The product is O1COC2=C1C=CC(=C2)C2(CC2)C(=O)NC=2C=NC(=CC2)NC2=C(C=CC=C2)OC (1-(benzo[d][1,3]dioxol-5-yl)-N-(6-(2-methoxyphenylamino)pyridin-3-yl)cyclopropanecarboxamide). RXN SMILES: [O:1]1[C:5]2[CH:6]=[CH:7][C:8]([C:10]3([C:13]([NH:15][C:16]4[CH:17]=[N:18][C:19](Br)=[CH:20][CH:21]=4)=[O:14])[CH2:12][CH2:11]3)=[CH:9][C:4]=2[O:3][CH2:2]1.CC1(C)C2C(=C(P(C3C=CC=CC=3)C3C=CC=CC=3)C=CC=2)OC2C(P(C3C=CC=CC=3)C3C=CC=CC=3)=CC=CC1=2.C(Cl)Cl.[CH3:68][O:69][C:70]1[CH:76]=[CH:75][CH:74]=[CH:73][C:71]=1[NH2:72]>O1CCOCC1.CCN(CC)CC>[O:1]1[C:5]2[CH:6]=[CH:7][C:8]([C:10]3([C:13]([NH:15][C:16]4[CH:17]=[N:18][C:19]([NH:72][C:71]5[CH:73]=[CH:74][CH:75]=[CH:76][C:70]=5[O:69][CH3:68])=[CH:20][CH:21]=4)=[O:14])[CH2:12][CH2:11]3)=[CH:9][C:4]=2[O:3][CH2:2]1. Procedure details: To 1-(benzo[d][1,3]dioxol-5-yl)-N-(6-bromopyridin-3-yl)cyclopropanecarboxamide (72 mg, 0.2 mmol) in dioxane (0.400 mL), XANTPHOS (2.3 mg, 0.004 mmol), KtBuO (31 mg, 0.28 mmol), (DPPF)2PdCl2.CH2Cl2 (3.00 mg, 0.004 mmol), and 2-methoxyaniline (30 mg, 0.24 mmol), and Et3N (0.200 mL) were added. The reaction mixture was heated to 150° C. in a microwave reactor for 10 minutes. The resulting material was cooled to room temperature. The crude product was purified by column chromatography on silica gel ...